From a dataset of the Open Reaction Database (ORD), a public repository of structured organic reaction records. describe an organic reaction: reactants, conditions, products, and yield Starting materials: ClC=1C=C(C=CC1Cl)N1C(C2=CC=C(C=C2CC1)OCC1=CC=CC=C1)CC1=CC=C(C=C1)OCCC1NCCCC1 (2-(3,4-dichlorophenyl)-6-(phenylmethoxy)-1-{4-[(2-piperidyl)ethoxy]benzyl}-1,2,3,4-tetrahydroisoquinoline). Solvent: C(C)(=O)OCC (ethyl acetate). Run at time 5 hour. The product is ClC=1C=C(C=CC1Cl)N1C(C2=CC=C(C=C2CC1)O)CC1=CC=C(C=C1)OCCC1NCCCC1 (2-(3,4-Dichlorophenyl)-1-{4-[(2-piperidyl)ethoxy]benzyl }-1,2,3,4-tetrahydroisoquinolin-6-ol). Isolated yield 3.1%. RXN SMILES: [Cl:1][C:2]1[CH:3]=[C:4]([N:9]2[CH2:18][CH2:17][C:16]3[C:11](=[CH:12][CH:13]=[C:14]([O:19]CC4C=CC=CC=4)[CH:15]=3)[CH:10]2[CH2:27][C:28]2[CH:33]=[CH:32][C:31]([O:34][CH2:35][CH2:36][CH:37]3[CH2:42][CH2:41][CH2:40][CH2:39][NH:38]3)=[CH:30][CH:29]=2)[CH:5]=[CH:6][C:7]=1[Cl:8]>C(OCC)(=O)C>[Cl:1][C:2]1[CH:3]=[C:4]([N:9]2[CH2:18][CH2:17][C:16]3[C:11](=[CH:12][CH:13]=[C:14]([OH:19])[CH:15]=3)[CH:10]2[CH2:27][C:28]2[CH:33]=[CH:32][C:31]([O:34][CH2:35][CH2:36][CH:37]3[CH2:42][CH2:41][CH2:40][CH2:39][NH:38]3)=[CH:30][CH:29]=2)[CH:5]=[CH:6][C:7]=1[Cl:8]. Procedure details: A solution of 2-(3,4-dichlorophenyl)-6-(phenylmethoxy)-1-{4-[(2-piperidyl)ethoxy]benzyl}-1,2,3,4-tetrahydroisoquinoline (0.380 g, 0.63 mmol) was placed under a nitrogen atmosphere and dissolved in ethyl acetate (5 ml). The flask was evacuated and flushed with nitrogen. To the flask was added palladium (10% wt. on activated carbon, 0.190 g). The flask was flushed and evacuated with nitrogen followed by hydrogen. The reaction was allowed to stir under the hydrogen atmosphere at room temperature fo...